Task: describe an organic reaction: reactants, conditions, products, and yield. Dataset: the Open Reaction Database (ORD), a public repository of structured organic reaction records The reactants are CC1=CC=C(C=C1)C1=C(C=CC=C1)[N+](=O)[O-] (4-methyl-2'-nitro[1,1'-biphenyl]), BrN1C(CCC1=O)=O (N-bromosuccinimide), N(=NC(C#N)(C)C)C(C#N)(C)C (2,2'-azobis(2-methylpropionitrile)), 24/40. Run in C(Cl)(Cl)(Cl)Cl (carbon tetrachloride). Product: BrCC1=CC=C(C=C1)C1=C(C=CC=C1)[N+](=O)[O-] (4-Bromomethyl-2'-nitrobiphenyl). The yield is 37.2%. RXN SMILES: [CH3:1][C:2]1[CH:7]=[CH:6][C:5]([C:8]2[CH:13]=[CH:12][CH:11]=[CH:10][C:9]=2[N+:14]([O-:16])=[O:15])=[CH:4][CH:3]=1.[Br:17]N1C(=O)CCC1=O.N(C(C)(C)C#N)=NC(C)(C)C#N>C(Cl)(Cl)(Cl)Cl>[Br:17][CH2:1][C:2]1[CH:3]=[CH:4][C:5]([C:8]2[CH:13]=[CH:12][CH:11]=[CH:10][C:9]=2[N+:14]([O-:16])=[O:15])=[CH:6][CH:7]=1. Procedure details: A 2 L 24/40 three necked round-bottom flask equipped with a mechanical stirrer, a reflux condenser and a stopper, was charged with 15.427 g (72 mmol) of 4-methyl-2'-nitro[1,1'-biphenyl], 1.2 L of carbon tetrachloride, 14.164 g (80 mmol) of N-bromosuccinimide, and 0.50 g of 2,2'-azobis(2-methylpropionitrile). The stirred reaction mixture was refluxed under a nitrogen atmosphere for 4 hours, then cooled to room temperature and filtered. The filtrate was evaporated in vacuo and the residual oil was... Reactants: CN(C)C=O, CCOC=O, COc1ccc(CNC(=O)c2cc([N+](=O)[O-])ccc2NC2CCC(N)CC2)cc1OC. Product: COc1ccc(CNC(=O)c2cc([N+](=O)[O-])ccc2NC2CCC(NC=O)CC2)cc1OC. Reaction SMILES: [CH3:37][N:38]([CH3:39])[CH:40]=[O:41].[CH:32](=[O:33])[O:34][CH2:35][CH3:36].[NH2:1][CH:2]1[CH2:3][CH2:4][CH:5]([NH:8][c:9]2[c:10]([C:11](=[O:12])[NH:13][CH2:14][c:15]3[cH:16][c:17]([O:23][CH3:24])[c:18]([O:21][CH3:22])[cH:19][cH:20]3)[cH:25][c:26]([N+:29](=[O:30])[O-:31])[cH:27][cH:28]2)[CH2:6][CH2:7]1>>[NH:1]([CH:2]1[CH2:3][CH2:4][CH:5]([NH:8][c:9]2[c:10]([C:11](=[O:12])[NH:13][CH2:14][c:15]3[cH:16][c:17]([O:23][CH3:24])[c:18]([O:21][CH3:22])[cH:19][cH:20]3)[cH:25][c:26]([N+:29](=[O:30])[O-:31])[cH:27][cH:28]2)[CH2:6][CH2:7]1)[CH:32]=[O:33]. Starting materials: ClCCN(C(=O)C=1C=C2CCC(NC2=CC1)=O)CCCl (6-[bis-(2-chloroethyl)aminocarbonyl]-3,4-dihydrocarbostyril), NC1=CC=CC=C1 (aniline), C([O-])([O-])=O.[Na+].[Na+] (sodium carbonate). The solvent is CO (methanol). The product is C1(=CC=CC=C1)N1CCN(CC1)C(=O)C=1C=C2CCC(NC2=CC1)=O (6-(4-phenyl-1-piperazinylcarbonyl)-3,4-dihydrocarbostyril). Isolated yield 37.2%. Reaction SMILES: Cl[CH2:2][CH2:3][N:4]([CH2:18][CH2:19]Cl)[C:5]([C:7]1[CH:8]=[C:9]2[C:14](=[CH:15][CH:16]=1)[NH:13][C:12](=[O:17])[CH2:11][CH2:10]2)=[O:6].[NH2:21][C:22]1[CH:27]=[CH:26][CH:25]=[CH:24][CH:23]=1.C(=O)([O-])[O-].[Na+].[Na+]>CO>[C:22]1([N:21]2[CH2:19][CH2:18][N:4]([C:5]([C:7]3[CH:8]=[C:9]4[C:14](=[CH:15][CH:16]=3)[NH:13][C:12](=[O:17])[CH2:11][CH2:10]4)=[O:6])[CH2:3][CH2:2]2)[CH:27]=[CH:26][CH:25]=[CH:24][CH:23]=1 |f:2.3.4|. Procedure: A mixture consisting of 15.9 g of 6-[bis-(2-chloroethyl)aminocarbonyl]-3,4-dihydrocarbostyril, 5.5 g of aniline and 70 ml of methanol was refluxed for 15 hours. After cooled the reaction mixture, 3.06 g of sodium carbonate was added to the reaction mixture and the reaction mixture was further refluxed for 8 hours. The reaction mixture was cooled and crystals precipitated in the reaction mixture were collected by filtration, and recrystallized from isopropanol to obtain 6.3 g of 6-(4-phenyl-1-pip... The reactants are CC(=O)N1CCC(n2cc(-c3cnc(N)c(-c4nc5ccccc5o4)c3)c(C=O)n2)CC1, CN, CO, CO, ClCCl, ClCCl. Product: CNCc1nn(C2CCN(C(C)=O)CC2)cc1-c1cnc(N)c(-c2nc3ccccc3o2)c1. RXN SMILES: [C:1]([CH3:2])(=[O:3])[N:4]1[CH2:5][CH2:6][CH:7]([n:10]2[n:11][c:12]([CH:31]=[O:32])[c:13](-[c:15]3[cH:16][n:17][c:18]([NH2:30])[c:19](-[c:21]4[o:22][c:23]5[c:24]([n:25]4)[cH:26][cH:27][cH:28][cH:29]5)[cH:20]3)[cH:14]2)[CH2:8][CH2:9]1.[CH3:33][NH2:34].[CH3:35][OH:36].[CH3:43][OH:44].[Cl:37][CH2:38][Cl:39].[Cl:40][CH2:41][Cl:42]>>[C:1]([CH3:2])(=[O:3])[N:4]1[CH2:5][CH2:6][CH:7]([n:10]2[n:11][c:12]([CH2:31][NH:34][CH3:33])[c:13](-[c:15]3[cH:16][n:17][c:18]([NH2:30])[c:19](-[c:21]4[o:22][c:23]5[c:24]([n:25]4)[cH:26][cH:27][cH:28][cH:29]5)[cH:20]3)[cH:14]2)[CH2:8][CH2:9]1. Reactants: [BH4-], CCCCc1nc(C(=O)C(C)C)c(C#N)n1Cc1ccc(-c2ccccc2C(=O)OC(C)(C)C)cc1, CCO, [Na+]. The product is CCCCc1nc(C(O)C(C)C)c(C#N)n1Cc1ccc(-c2ccccc2C(=O)OC(C)(C)C)cc1. Reaction SMILES: [BH4-:37].[C:1]([CH3:2])([CH3:3])([CH3:4])[O:5][C:6](=[O:7])[c:8]1[c:9](-[c:14]2[cH:15][cH:16][c:17]([CH2:20][n:21]3[c:22]([CH2:33][CH2:34][CH2:35][CH3:36])[n:23][c:24]([C:28]([CH:29]([CH3:30])[CH3:31])=[O:32])[c:25]3[C:26]#[N:27])[cH:18][cH:19]2)[cH:10][cH:11][cH:12][cH:13]1.[CH3:39][CH2:40][OH:41].[Na+:38]>>[C:1]([CH3:2])([CH3:3])([CH3:4])[O:5][C:6](=[O:7])[c:8]1[c:9](-[c:14]2[cH:15][cH:16][c:17]([CH2:20][n:21]3[c:22]([CH2:33][CH2:34][CH2:35][CH3:36])[n:23][c:24]([CH:28]([CH:29]([CH3:30])[CH3:31])[OH:32])[c:25]3[C:26]#[N:27])[cH:18][cH:19]2)[cH:10][cH:11][cH:12][cH:13]1. The reactants are C(C1=CC=CC=C1)(C1=CC=CC=C1)(C1=CC=CC=C1)NC=1SC=C(N1)C(=O)OCC (ethyl 2-tritylaminothiazole-4-carboxylate), C(C)(=O)OCC (Ethyl acetate), O1CCCC1 (tetrahydrofuran), [H-].[Al+3].[Li+].[H-].[H-].[H-] (lithium aluminum hydride), O1CCCC1 (tetrahydrofuran). Solvent: O (water). Run at time 3 hour. Yields the product C(C1=CC=CC=C1)(C1=CC=CC=C1)(C1=CC=CC=C1)NC=1SC=C(N1)CO (2-Tritylaminothiazole-4-methanol). RXN SMILES: [C:1]([NH:20][C:21]1[S:22][CH:23]=[C:24]([C:26](OCC)=[O:27])[N:25]=1)([C:14]1[CH:19]=[CH:18][CH:17]=[CH:16][CH:15]=1)([C:8]1[CH:13]=[CH:12][CH:11]=[CH:10][CH:9]=1)[C:2]1[CH:7]=[CH:6][CH:5]=[CH:4][CH:3]=1.O1CCCC1.[H-].[Al+3].[Li+].[H-].[H-].[H-].C(OCC)(=O)C>O>[C:1]([NH:20][C:21]1[S:22][CH:23]=[C:24]([CH2:26][OH:27])[N:25]=1)([C:8]1[CH:13]=[CH:12][CH:11]=[CH:10][CH:9]=1)([C:2]1[CH:7]=[CH:6][CH:5]=[CH:4][CH:3]=1)[C:14]1[CH:19]=[CH:18][CH:17]=[CH:16][CH:15]=1 |f:2.3.4.5.6.7|. Reported procedure: A mixture comprising 2.6 g of ethyl 2-tritylaminothiazole-4-carboxylate and 10 ml of tetrahydrofuran was added dropwise under ice-cooling to a mixture comprising 0.24 g of lithium aluminum hydride and 30 ml of tetrahydrofuran, under a stream of nitrogen. After completion of the dropwise addition, the resulting mixture was stirred at room temperature for 3 hours, and then with heating under reflux for one hour. Ethyl acetate and then water were added to the reaction mixture under ice-cooling, the...